This data is from the Open Reaction Database (ORD), a public repository of structured organic reaction records. The task is: describe an organic reaction: reactants, conditions, products, and yield Reactants: [N+](=O)([O-])C1=C(C=CC(=C1)C(F)(F)F)S(=O)(=O)Cl (2-Nitro-4-(trifluoromethyl)benzenesulfonyl chloride), ClC1=CC=C2C(=CC=NC2=C1N)OC (7-chloro-4-methoxy-quinolin-8-ylamine), ClC1=CC=C2C(=CC=NC2=C1N)OC (7-chloro-4-methoxy-quinolin-8-ylamine). Solvent: N1=CC=CC=C1 (pyridine). Run at time 18 hour. Product: ClC1=CC=C2C(=CC=NC2=C1NS(=O)(=O)C1=C(C=C(C=C1)C(F)(F)F)[N+](=O)[O-])OC (N-(7-Chloro-4-methoxy-quinolin-8-yl)-2-nitro-4-trifluoromethyl-benzenesulfonamide). Isolated yield 69.1%. As a reaction SMILES: [N+:1]([C:4]1[CH:9]=[C:8]([C:10]([F:13])([F:12])[F:11])[CH:7]=[CH:6][C:5]=1[S:14](Cl)(=[O:16])=[O:15])([O-:3])=[O:2].[Cl:18][C:19]1[C:28]([NH2:29])=[C:27]2[C:22]([C:23]([O:30][CH3:31])=[CH:24][CH:25]=[N:26]2)=[CH:21][CH:20]=1>N1C=CC=CC=1>[Cl:18][C:19]1[C:28]([NH:29][S:14]([C:5]2[CH:6]=[CH:7][C:8]([C:10]([F:13])([F:12])[F:11])=[CH:9][C:4]=2[N+:1]([O-:3])=[O:2])(=[O:16])=[O:15])=[C:27]2[C:22]([C:23]([O:30][CH3:31])=[CH:24][CH:25]=[N:26]2)=[CH:21][CH:20]=1. Reported procedure: 2-Nitro-4-(trifluoromethyl)benzenesulfonyl chloride (839 mg, 2.9 mmol) was added to a solution of 7-chloro-4-methoxy-quinolin-8-ylamine (Intermediate 70) (550 mg, 2.6 mmol) in pyridine(10 ml) and the mixture was stirred at room temperature for 18 h. The solvent was removed in vacuo. The residue was dissolved EtOAc (100 ml), washed sat. sodium bicarbonate solution, dried (MgSO4) and concentrated in vacuo to give the title compound (830 mg, 69%). The reactants are C=1(N=C(N=C2C=CC3=C(C12)C=CN3)N)N (7H-pyrrolo[3,2-f]quinazoline-1,3-diamine), [H-].[Na+] (sodium hydride), CC1=C(C=C(C=C1)C)S(=O)(=O)Cl (2,5-dimethylbenzenesulfonyl chloride). Solvent: CN(C=O)C (dimethylformamide), CN(C=O)C (dimethylformamide). Reaction conditions: time 1.5 hour. The product is CC1=C(C=C(C=C1)C)S(=O)(=O)N1C=CC=2C3=C(N=C(N=C3C=CC21)N)N (7-[(2,5-Dimethylphenyl)Sulfonyl]-7H-Pyrrolo-[3,2-f]Quinazoline-1,3-Diamine). RXN SMILES: [C:1]1([NH2:15])[N:2]=[C:3]([NH2:14])[N:4]=[C:5]2[C:10]=1[C:9]1[CH:11]=[CH:12][NH:13][C:8]=1[CH:7]=[CH:6]2.[H-].[Na+].[CH3:18][C:19]1[CH:24]=[CH:23][C:22]([CH3:25])=[CH:21][C:20]=1[S:26](Cl)(=[O:28])=[O:27]>CN(C)C=O>[CH3:18][C:19]1[CH:24]=[CH:23][C:22]([CH3:25])=[CH:21][C:20]=1[S:26]([N:13]1[C:8]2[CH:7]=[CH:6][C:5]3[C:10](=[C:1]([NH2:15])[N:2]=[C:3]([NH2:14])[N:4]=3)[C:9]=2[CH:11]=[CH:12]1)(=[O:27])=[O:28] |f:1.2|. Procedure: A solution of 11.97 g. 7H-pyrrolo[3,2-f]quinazoline-1,3-diamine, as prepared in Example 1, in 750 ml. dry dimethylformamide is stirred under nitrogen as 3.18 g. of ca. 50% sodium hydride-mineral oil is added carefully. After stirring for 1.5 hours and chilling with an ice-water bath, a solution of 13.51 g. 2,5-dimethylbenzenesulfonyl chloride in 50 ml. dry dimethylformamide is added dropwise to the chilled stirring suspension. Stirring is continued for 4 hours, while the reaction slowly warms to... Starting materials: BrC=1C=NC2=CC=C(C=C2C1)O (3-bromo-6-hydroxyquinoline), BrC(C(=O)NC(C#CCOC)(C)C)COC (2-bromo-N-(1-methoxy-4-methylpent-2-yn-4-yl) 3-methoxypropionamide). Product: BrC=1C=NC2=CC=C(C=C2C1)OC(C(=O)NC(C#CCOC)(C)C)COC (2-(3-bromo-6-quinolinyloxy)-N-(1-methoxy-4-methylpent-2-yn-4-yl) 3-methoxypropionamide). RXN SMILES: [Br:1][C:2]1[CH:3]=[N:4][C:5]2[C:10]([CH:11]=1)=[CH:9][C:8]([OH:12])=[CH:7][CH:6]=2.Br[CH:14]([CH2:26][O:27][CH3:28])[C:15]([NH:17][C:18]([CH3:25])([CH3:24])[C:19]#[C:20][CH2:21][O:22][CH3:23])=[O:16]>>[Br:1][C:2]1[CH:3]=[N:4][C:5]2[C:10]([CH:11]=1)=[CH:9][C:8]([O:12][CH:14]([CH2:26][O:27][CH3:28])[C:15]([NH:17][C:18]([CH3:25])([CH3:24])[C:19]#[C:20][CH2:21][O:22][CH3:23])=[O:16])=[CH:7][CH:6]=2. Reported procedure: In a similar procedure to Example 6 Stage 2, 3-bromo-6-hydroxyquinoline was reacted with 2-bromo-N-(1-methoxy-4-methylpent-2-yn-4-yl) 3-methoxypropionamide to give 2-(3-bromo-6-quinolinyloxy)-N-(1-methoxy-4-methylpent-2-yn-4-yl) 3-methoxypropionamide as a gum. 1H NMR (CDCl3) δ: 1.58(3H, s); 1.59(3H, s); 1.77(3H, s0; 3.44(3H, s); 3.87–3.95(2H, m); 4.73(1H, m); 6.52(1H, s); 7.08(1H, m); 7.48(1H, dd); 8.02(1H, d); 8.21(1H, m); 8.79(1H, m). The reactants are C=O, FC(F)Cn1cncn1. Product: OCc1ncnn1CC(F)F. Reaction SMILES: [CH2:10]=[O:11].[F:1][CH:2]([CH2:3][n:4]1[n:5][cH:6][n:7][cH:8]1)[F:9]>>[F:1][CH:2]([CH2:3][n:4]1[n:5][cH:6][n:7][c:8]1[CH2:10][OH:11])[F:9]. Starting materials: [OH-].[K+] (potassium hydroxide), ClC1=C(C=C(C=C1)SC1=C(C=CC=C1)CC#N)OC (2-(4-chloro-3-methoxyphenylthio)phenylacetonitrile), O (water). Solvent: C(C)O (ethanol). Yields the product ClC1=C(C=C(C=C1)SC1=C(C=CC=C1)CC(=O)O)OC (2-(4-chloro-3-methoxyphenylthio)phenylacetic acid). The yield is 90.0%. As a reaction SMILES: [OH-:1].[K+].[Cl:3][C:4]1[CH:9]=[CH:8][C:7]([S:10][C:11]2[CH:16]=[CH:15][CH:14]=[CH:13][C:12]=2[CH2:17][C:18]#N)=[CH:6][C:5]=1[O:20][CH3:21].[OH2:22]>C(O)C>[Cl:3][C:4]1[CH:9]=[CH:8][C:7]([S:10][C:11]2[CH:16]=[CH:15][CH:14]=[CH:13][C:12]=2[CH2:17][C:18]([OH:22])=[O:1])=[CH:6][C:5]=1[O:20][CH3:21] |f:0.1|. Procedure: A solution of potassium hydroxide (8.25 g) in water (20 ml) is added to a solution of the above-prepared nitrile (8.8 g) in ethanol (30 ml) and the mixture refluxed for 4 hours. The ethanol is evaporated under diminished pressure and the residue diluted with water. The solution is washed with ether, cooled and acidified with hydrochloric acid. The crude product is filtered and crystallized from a mixture of benzene (10 ml) and light petroleum (25 ml), yielding 8.5 g (90%) of 2-(4-chloro-3-methox... The reactants are CN(/C=C/C(=O)C1=NN(C=CC1=O)C1=CC(=CC=C1)O)C (3-((E)-3-Dimethylamino-acryloyl)-1-(3-hydroxyphenyl)-1H-pyridazin-4-one), C1(=CC=CC2=CC=CC=C12)NN (naphthalen-1-yl-hydrazine). Product: OC=1C=C(C=CC1)N1N=C(C(C=C1)=O)C=1N(N=CC1)C1=CC=CC2=CC=CC=C12 (1-(3-Hydroxy-phenyl)-3-(2-naphthalen-1-yl-2H-pyrazol-3-yl)-1H-pyridazin-4-one). Reaction SMILES: C[N:2](C)/[CH:3]=[CH:4]/[C:5]([C:7]1[C:12](=[O:13])[CH:11]=[CH:10][N:9]([C:14]2[CH:19]=[CH:18][CH:17]=[C:16]([OH:20])[CH:15]=2)[N:8]=1)=O.[C:22]1([NH:32]N)[C:31]2[C:26](=[CH:27][CH:28]=[CH:29][CH:30]=2)[CH:25]=[CH:24][CH:23]=1>>[OH:20][C:16]1[CH:15]=[C:14]([N:9]2[CH:10]=[CH:11][C:12](=[O:13])[C:7]([C:5]3[N:32]([C:22]4[C:31]5[C:26](=[CH:27][CH:28]=[CH:29][CH:30]=5)[CH:25]=[CH:24][CH:23]=4)[N:2]=[CH:3][CH:4]=3)=[N:8]2)[CH:19]=[CH:18][CH:17]=1. Procedure: The product was obtained starting from 3-((E)-3-Dimethylamino-acryloyl)-1-(3-hydroxyphenyl)-1H-pyridazin-4-one (A-17) and naphthalen-1-yl-hydrazine according to the method described for example 91. MS: M=381.1 (M+H)+